This data is from the Open Reaction Database (ORD), a public repository of structured organic reaction records. The task is: describe an organic reaction: reactants, conditions, products, and yield Reactants: O (water), COC(=O)CC1NC2=CC=CC=C2CC1 (2-methoxycarbonylmethyltetrahydroquinoline), BrN1C(CCC1=O)=O (N-bromosuccinimide). Solvent: CN(C)C=O (DMF), CN(C)C=O (DMF). Reaction conditions: time 2 hour. Product: BrC=1C=C2CCC(NC2=CC1)CC(=O)OC (6-Bromo-2-methoxycarbonylmethyltetrahydroquinoline). Isolated yield 102.9%. Reaction SMILES: [CH3:1][O:2][C:3]([CH2:5][CH:6]1[CH2:15][CH2:14][C:13]2[C:8](=[CH:9][CH:10]=[CH:11][CH:12]=2)[NH:7]1)=[O:4].[Br:16]N1C(=O)CCC1=O.O>CN(C=O)C>[Br:16][C:11]1[CH:12]=[C:13]2[C:8](=[CH:9][CH:10]=1)[NH:7][CH:6]([CH2:5][C:3]([O:2][CH3:1])=[O:4])[CH2:15][CH2:14]2. Procedure: To a solution of 2-methoxycarbonylmethyltetrahydroquinoline (31.5 g, 0.153 mol) in DMF (750 mL) was added dropwise a solution of N-bromosuccinimide (27.41 g, 0.154 mol) in DMF (550 mL) at 0° C. The mixture was stirred for 2 h at the same temperature, poured into water (2 L), and extracted with a mixture of toluene and ethyl acetate. The organic layer was washed with water, dried over magnesium sulfate, and concentrated to give 44.72 g of the title compound (quant). The reactants are ClC1=C(C=C2C(C(=CN(C2=N1)CC)C(=O)O)=O)F (7-chloro-1-ethyl-6-fluoro-1,4-dihydro-4-oxo-1,8-naphthyridine-3-carboxylic acid), C1(CC1)N1CC(CC1)CN (cyclopropyl-3-pyrrolidinemethanamine). The solvent is C(C)#N (acetonitrile). Yields the product C1(CC1)NCC1CN(CC1)C1=C(C=C2C(C(=CN(C2=N1)CC)C(=O)O)=O)F (7-[3-[(cyclopropylamino)methyl]-1-pyrrolidinyl]-1-ethyl-6-fluoro-1,4-dihydro-4-oxo-1,8-naphthyridine-3-carboxylic acid). Isolated yield 53.4%. RXN SMILES: Cl[C:2]1[N:11]=[C:10]2[C:5]([C:6](=[O:17])[C:7]([C:14]([OH:16])=[O:15])=[CH:8][N:9]2[CH2:12][CH3:13])=[CH:4][C:3]=1[F:18].[CH:19]1([N:22]2[CH2:26][CH2:25][CH:24]([CH2:27][NH2:28])[CH2:23]2)[CH2:21][CH2:20]1>C(#N)C>[CH:19]1([NH:22][CH2:23][CH:24]2[CH2:25][CH2:26][N:28]([C:2]3[N:11]=[C:10]4[C:5]([C:6](=[O:17])[C:7]([C:14]([OH:16])=[O:15])=[CH:8][N:9]4[CH2:12][CH3:13])=[CH:4][C:3]=3[F:18])[CH2:27]2)[CH2:20][CH2:21]1. Procedure details: A near solution of 0.82 g (3.0 mmole) of 7-chloro-1-ethyl-6-fluoro-1,4-dihydro-4-oxo-1,8-naphthyridine-3-carboxylic acid and 1.4 g (10 mmole) of cyclopropyl-3-pyrrolidinemethanamine in 50 ml of acetonitrile was heated at reflux for two hours. The solvent was removed in vacuo, the residue dissolved in water, filtered through a fiber glass pad to clarify and the filtrate adjusted to pH 2.0 with 6M hydrochloric acid. The resulting clear solution was lyophilized and the residue recrystallized from e...